From a dataset of the Open Reaction Database (ORD), a public repository of structured organic reaction records. describe an organic reaction: reactants, conditions, products, and yield Reported procedure: i-BuB(OH)2 is added to a mixture of (S)-2-[(S)-2-(Biphenyl-3-ylamino)-3-(3,4,5-trimethoxy-phenyl)-propionylamino]-3-methyl-N-[(R)-3-methyl-1-((1S,2S,6R,8S)-2,9,9-trimethyl-3,5-dioxa-4-bora-tricyclo[6.1.1.02,6]dec-4-yl)-butyl]-butyramide, methanol (4.3 mL), hexane (4.3 mL) and 1N HCl (1.45 mL). The reaction mixture is stirred for 2 h at rt and then diluted with methanol (8 mL) and hexane (8 mL). The two layers are separated. The methanol layer is washed twice with hexane, diluted with CH2Cl2, was... Reaction SMILES: C(B(O)O)C(C)C.[C:8]1([C:57]2[CH:62]=[CH:61][CH:60]=[CH:59][CH:58]=2)[CH:13]=[CH:12][CH:11]=[C:10]([NH:14][C@@H:15]([CH2:44][C:45]2[CH:50]=[C:49]([O:51][CH3:52])[C:48]([O:53][CH3:54])=[C:47]([O:55][CH3:56])[CH:46]=2)[C:16]([NH:18][C@@H:19]([CH:41]([CH3:43])[CH3:42])[C:20]([NH:22][C@H:23]([B:28]2[O:36][C@H]3[C@](C)([C@H]4C[C@@H](C3)C4(C)C)[O:29]2)[CH2:24][CH:25]([CH3:27])[CH3:26])=[O:21])=[O:17])[CH:9]=1.Cl>CO.CCCCCC>[C:8]1([C:57]2[CH:58]=[CH:59][CH:60]=[CH:61][CH:62]=2)[CH:13]=[CH:12][CH:11]=[C:10]([NH:14][C@@H:15]([CH2:44][C:45]2[CH:46]=[C:47]([O:55][CH3:56])[C:48]([O:53][CH3:54])=[C:49]([O:51][CH3:52])[CH:50]=2)[C:16]([NH:18][C@@H:19]([CH:41]([CH3:43])[CH3:42])[C:20]([NH:22][C@H:23]([B:28]([OH:36])[OH:29])[CH2:24][CH:25]([CH3:27])[CH3:26])=[O:21])=[O:17])[CH:9]=1. Reactants: C(C(C)C)B(O)O (i-BuB(OH)2), C1(=CC(=CC=C1)N[C@H](C(=O)N[C@H](C(=O)N[C@@H](CC(C)C)B1O[C@]2([C@@H]3C([C@H](C[C@H]2O1)C3)(C)C)C)C(C)C)CC3=CC(=C(C(=C3)OC)OC)OC)C3=CC=CC=C3 ((S)-2-[(S)-2-(Biphenyl-3-ylamino)-3-(3,4,5-trimethoxy-phenyl)-propionylamino]-3-methyl-N-[(R)-3-methyl-1-((1S,2S,6R,8S)-2,9,9-trimethyl-3,5-dioxa-4-bora-tricyclo[6.1.1.02,6]dec-4-yl)-butyl]-butyramide), Cl (HCl). Conditions: time 2 hour. Product: C1(=CC(=CC=C1)N[C@H](C(=O)N[C@H](C(=O)N[C@@H](CC(C)C)B(O)O)C(C)C)CC1=CC(=C(C(=C1)OC)OC)OC)C1=CC=CC=C1 ((R)-1-{(S)-2-[(S)-2-(Biphenyl-3-ylamino)-3-(3,4,5-trimethoxy-phenyl)-propionylamino]-3-methyl-butyrylamino}-3-methyl-butylboronic acid). The solvent is CO (methanol), CCCCCC (hexane), CCCCCC (hexane), CO (methanol).